This data is from the Open Reaction Database (ORD), a public repository of structured organic reaction records. The task is: describe an organic reaction: reactants, conditions, products, and yield Reactants: CO, CN1C(=O)OCC1C=Cc1cccs1. Yields the product CN1C(=O)OCC1CCc1cccs1. Reaction SMILES: [CH3:15][OH:16].[CH3:1][N:2]1[C:3](=[O:14])[O:4][CH2:5][CH:6]1[CH:7]=[CH:8][c:9]1[s:10][cH:11][cH:12][cH:13]1>>[CH3:1][N:2]1[C:3](=[O:14])[O:4][CH2:5][CH:6]1[CH2:7][CH2:8][c:9]1[s:10][cH:11][cH:12][cH:13]1. Reactants: BrC1=NC=CC=C1CBr (2-bromo-3-bromomethyl-pyridine), [C-]#N.[Na+] (sodium cyanide), O (water), C(C)O (ethanol). Solvent: ClCCl (dichloromethane). The product is BrC1=NC=CC=C1CC#N (2-(2-Bromo-3-pyridyl)acetonitrile). Yield: 83.0%. As a reaction SMILES: [Br:1][C:2]1[C:7]([CH2:8]Br)=[CH:6][CH:5]=[CH:4][N:3]=1.[C-:10]#[N:11].[Na+].O.C(O)C>ClCCl>[Br:1][C:2]1[C:7]([CH2:8][C:10]#[N:11])=[CH:6][CH:5]=[CH:4][N:3]=1 |f:1.2|. Procedure details: A mixture of 2-bromo-3-bromomethyl-pyridine (840 mg, 3.35 mmol) and sodium cyanide (187.99 mg, 3.68 mmol) is stirred and refluxed for 1 h in a mixture water (10 mL)-ethanol (2 mL). The reaction mixture is diluted with dichloromethane and washed with saturated aqueous solution of sodium bicarbonate. The organic layer is separated, dried over magnesium sulfate and the solvent evaporated in vacuo to give 83% of the title compound that is used without further purification. MS (m/z): 197 (M+1), 199 (... The reactants are COCC=1NC(=C(N1)C)C=1C(=CC(=C(C(=O)N2CCC(CC2)C2=CC=C(C#N)C=C2)C1)C)C (4-(1-(5-(2-(methoxymethyl)-4-methyl-1H-imidazol-5-yl)-2,4-dimethylbenzoyl)piperidin-4-yl)benzonitrile), COCC=1NC(=C(N1)C)C=1C=C(C(=O)O)C=CC1 (3-(2-(methoxymethyl)-4-methyl-1H-imidazol-5-yl)benzoic acid), COCC=1NC(=C(N1)C)C=1C=C(C(=O)O)C=CC1 (3-(2-(methoxymethyl)-4-methyl-1H-imidazol-5-yl)benzoic acid), COCC=1NC(=C(N1)C)C=1C(=CC(=C(C(=O)O)C1)C)C (5-(2-(methoxymethyl)-4-methyl-1H-imidazol-5-yl)-2,4-dimethylbenzoic acid). The product is COCC=1NC(=C(N1)C)C=1C=C(C(=O)N2CCC(CC2)C2=CC=C(C#N)C=C2)C=CC1 (4-(1-(3-(2-(Methoxymethyl)-4-methyl-1H-imidazol-5-yl)benzoyl)piperidin-4-yl)benzonitrile). As a reaction SMILES: [CH3:1][O:2][CH2:3][C:4]1[NH:5][C:6]([C:10]2[C:11](C)=[CH:12][C:13](C)=[C:14]([CH:31]=2)[C:15]([N:17]2[CH2:22][CH2:21][CH:20]([C:23]3[CH:30]=[CH:29][C:26]([C:27]#[N:28])=[CH:25][CH:24]=3)[CH2:19][CH2:18]2)=[O:16])=[C:7]([CH3:9])[N:8]=1.COCC1NC(C2C=C(C=CC=2)C(O)=O)=C(C)N=1.COCC1NC(C2C(C)=CC(C)=C(C=2)C(O)=O)=C(C)N=1>>[CH3:1][O:2][CH2:3][C:4]1[NH:5][C:6]([C:10]2[CH:31]=[C:14]([CH:13]=[CH:12][CH:11]=2)[C:15]([N:17]2[CH2:18][CH2:19][CH:20]([C:23]3[CH:24]=[CH:25][C:26]([C:27]#[N:28])=[CH:29][CH:30]=3)[CH2:21][CH2:22]2)=[O:16])=[C:7]([CH3:9])[N:8]=1. Procedure: The title compound was prepared using standard chemical manipulations and procedures similar to those used for the preparation of compound 2, except 3-(2-(methoxymethyl)-4-methyl-1H-imidazol-5-yl)benzoic acid (compound 156.1) was used in place of 5-(2-(methoxymethyl)-4-methyl-1H-imidazol-5-yl)-2,4-dimethylbenzoic acid (compound 2.3). m/z (ES+) 415 (M+H)+.